This data is from the Open Reaction Database (ORD), a public repository of structured organic reaction records. The task is: describe an organic reaction: reactants, conditions, products, and yield Yields the product C(C)(C)(C)OC(NC1=C(C=C(C=C1)C1=CC=C(C=C1)F)NC(CC(=O)C1=CC(=CC=C1)N1C(=NC(=C1)C)C)=O)=O ((3-{3-[3-(2,4-Dimethyl-imidazol-1-yl)-phenyl]-3-oxo-propionylamino}-4′-fluoro-biphenyl-4-yl)-carbamic acid tert.-butyl ester). Reaction SMILES: [C:1]([O:5][C:6](=[O:22])[NH:7][C:8]1[CH:13]=[CH:12][C:11]([C:14]2[CH:19]=[CH:18][C:17]([F:20])=[CH:16][CH:15]=2)=[CH:10][C:9]=1[NH2:21])([CH3:4])([CH3:3])[CH3:2].C([O:27][C:28](=O)[CH2:29][C:30]([C:32]1[CH:37]=[CH:36][CH:35]=[C:34]([N:38]2[CH:42]=[C:41]([CH3:43])[N:40]=[C:39]2[CH3:44])[CH:33]=1)=[O:31])(C)(C)C>>[C:1]([O:5][C:6](=[O:22])[NH:7][C:8]1[CH:13]=[CH:12][C:11]([C:14]2[CH:15]=[CH:16][C:17]([F:20])=[CH:18][CH:19]=2)=[CH:10][C:9]=1[NH:21][C:28](=[O:27])[CH2:29][C:30]([C:32]1[CH:37]=[CH:36][CH:35]=[C:34]([N:38]2[CH:42]=[C:41]([CH3:43])[N:40]=[C:39]2[CH3:44])[CH:33]=1)=[O:31])([CH3:4])([CH3:2])[CH3:3]. The reactants are C(C)(C)(C)OC(NC1=C(C=C(C=C1)C1=CC=C(C=C1)F)N)=O ((3-amino-4′-fluoro-biphenyl-4-yl)-carbamic acid tert.-butyl ester), C(C)(C)(C)OC(CC(=O)C1=CC(=CC=C1)N1C(=NC(=C1)C)C)=O (3-[3-(2,4-dimethyl-imidazol-1-yl)-phenyl]-3-oxo-propionic acid tert.-butyl ester). Procedure details: Prepared from (3-amino-4′-fluoro-biphenyl-4-yl)-carbamic acid tert.-butyl ester (Example G39) (227 mg, 0.75 mmol) and 3-[3-(2,4-dimethyl-imidazol-1-yl)-phenyl]-3-oxo-propionic acid tert.-butyl ester (Example H9) (157 mg, 0.5 mmol) according to the general procedure K. Obtained as a yellow amorphous substance (127 mg). Product: N1C(=CC=C1)C1=NNC2=NC=CC=C21 (3-(1H-Pyrrol-2-yl)-1H-pyrazolo[3,4-b]pyridine). Procedure: A mixture of (2-chloro-pyridin-3-yl)-(1H-pyrrol-2-yl)-methanone (1 g, 4.8 mmol) and hydrazine hydrate (0.5 mL) in ethanol (15 mL) was heated to reflux for overnight. The reaction was concentrated and the residue was triturated with dichloromethane (to remove any unreacted starting material. The solid was filtered, washed wit water and dried to give 720 mg (81%) of the titled compound as a light yellow solid. The yield is 81.0%. Run in C(C)O (ethanol). The reactants are ClC1=NC=CC=C1C(=O)C=1NC=CC1 ((2-chloro-pyridin-3-yl)-(1H-pyrrol-2-yl)-methanone), O.NN (hydrazine hydrate). RXN SMILES: Cl[C:2]1[C:7]([C:8]([C:10]2[NH:11][CH:12]=[CH:13][CH:14]=2)=O)=[CH:6][CH:5]=[CH:4][N:3]=1.O.[NH2:16][NH2:17]>C(O)C>[NH:11]1[CH:12]=[CH:13][CH:14]=[C:10]1[C:8]1[C:7]2[C:2](=[N:3][CH:4]=[CH:5][CH:6]=2)[NH:17][N:16]=1 |f:1.2|.